From a dataset of the Open Reaction Database (ORD), a public repository of structured organic reaction records. describe an organic reaction: reactants, conditions, products, and yield The reactants are ClC1=C(C(=CC=C1C)Cl)NC1=C(C=CC=C1)\C=C/1\C(OCC1)=O ((E)-3-[[2-[(2,6-dichloro-3-methylphenyl)amino]phenyl]methylene]-4,5-dihydro-2(3H)-furanone), COC=1C=CC(=CC1)P2(=S)SP(=S)(S2)C=3C=CC(=CC3)OC (Lawesson's Reagent). Solvent: C1(=CC=CC=C1)C (toluene). Product: ClC1=C(C(=CC=C1C)Cl)NC1=C(C=CC=C1)\C=C/1\C(OCC1)=S ((E)-3-[[2-[(2,6-dichloro-3-methylphenyl)amino]-phenyl]methylene]-4,5-dihydro-2(3H) - furanthione). The yield is 75.9%. Reaction SMILES: [Cl:1][C:2]1[C:7]([CH3:8])=[CH:6][CH:5]=[C:4]([Cl:9])[C:3]=1[NH:10][C:11]1[CH:16]=[CH:15][CH:14]=[CH:13][C:12]=1/[CH:17]=[C:18]1/[C:19](=O)[O:20][CH2:21][CH2:22]/1.COC1C=CC(P2(SP(C3C=CC(OC)=CC=3)(=S)S2)=[S:33])=CC=1>C1(C)C=CC=CC=1>[Cl:1][C:2]1[C:7]([CH3:8])=[CH:6][CH:5]=[C:4]([Cl:9])[C:3]=1[NH:10][C:11]1[CH:16]=[CH:15][CH:14]=[CH:13][C:12]=1/[CH:17]=[C:18]1/[C:19](=[S:33])[O:20][CH2:21][CH2:22]/1. Reported procedure: A solution of (E)-3-[[2-[(2,6-dichloro-3-methylphenyl)amino]phenyl]methylene]-4,5-dihydro-2(3H)-furanone (386 mg, 1.11 mmol) and Lawesson's Reagent (273 mg, 0.68 mmol) in 15 mL of toluene is heated at reflux for 1.5 hours. The solution is concentrated in vacuo and purified by flash chromatography eluting with hexane:ethyl acetate (3:1) to provide 188 mg (47%) of (E)-3-[[2-[(2,6-dichloro-3-methylphenyl)amino]-phenyl]methylene]-4,5-dihydro-2(3H) - furanthione; mp = 163°-165° C. dec. Reaction SMILES: Br.Br[CH:3]([C:12]1[CH:17]=[CH:16][CH:15]=[CH:14][CH:13]=1)[C:4]([C:6]1[CH:7]=[N:8][CH:9]=[CH:10][CH:11]=1)=O.[C:18](=[S:21])([S-:20])[NH2:19].[NH4+].O.[OH-].[Na+]>CO>[C:12]1([CH:3]2[S:21][C:18](=[S:20])[N:19]=[C:4]2[C:6]2[CH:7]=[N:8][CH:9]=[CH:10][CH:11]=2)[CH:17]=[CH:16][CH:15]=[CH:14][CH:13]=1 |f:0.1,2.3,5.6|. Product: C1(=CC=CC=C1)C1C(=NC(S1)=S)C=1C=NC=CC1 (5-Phenyl-4-(3-pyridyl)-thiazoline-2-thione). Run in CO (methanol). Procedure details: 42.0 g of the 2-bromo-2-phenyl-1-(3-pyridyl)-ethanone hydrobromide so obtained are dissolved, while stirring, in 500 ml of methanol (95% strength), the solution is cooled to 10° and, in the course of 5 minutes, 14.93 g of ammonium dithiocarbamate are added in portions. The mixture is cooled for a further 5 minutes, the ice-bath is removed, after 45 minutes again 14.93 g of ammonium dithiocarbamate are added and the mixture is then heated at the boil for 90 minutes and concentrated to dryness by ... The reactants are Br.BrC(C(=O)C=1C=NC=CC1)C1=CC=CC=C1 (2-bromo-2-phenyl-1-(3-pyridyl)-ethanone hydrobromide), [OH-].[Na+] (sodium hydroxide), C(N)([S-])=S.[NH4+] (ammonium dithiocarbamate), O (water). The reactants are BrC1=CC=C2C(=N1)NC=C2 (6-Bromo-1H-pyrrolo[2,3-b]pyridine), C(C)(=O)O (acetic acid), C1N2CN3CN1CN(C2)C3 (hexamethylenetetramine). Solvent: O (water), O (water). Reaction conditions: temperature 120 celsius, time 8 hour. Yields the product BrC1=CC=C2C(=N1)NC=C2C=O (6-bromo-1H-pyrrolo[2,3-b]pyridine-3-carboxaldehyde). The yield is 25.0%. RXN SMILES: [Br:1][C:2]1[N:7]=[C:6]2[NH:8][CH:9]=[CH:10][C:5]2=[CH:4][CH:3]=1.[C:11](O)(=[O:13])C.C1N2CN3CN(C2)CN1C3>O>[Br:1][C:2]1[N:7]=[C:6]2[NH:8][CH:9]=[C:10]([CH:11]=[O:13])[C:5]2=[CH:4][CH:3]=1. Procedure details: 6-Bromo-1H-pyrrolo[2,3-b]pyridine (0.028 g, 0.14 mmol) was successively added with acetic acid (0.1 mL), water (0.2 mL), and hexamethylenetetramine (0.028 g, 0.20 mmol), and then the mixture was stirred overnight at 120° C. in a sealed tube. The reaction mixture was added with water, and the precipitated solid was collected by filtration to obtain 6-bromo-1H-pyrrolo[2,3-b]pyridine-3-carboxaldehyde (0.008 g, 25%). Reactants: C(#N)C1=NC=CN=C1 (2-cyanopyrazine), NC=1SC(=CC1C(=O)OCC)C (2-amino-5-methyl-3-ethoxycarbonyl-thiophene), O=P(Cl)(Cl)Cl (POCl3). Product: ClC=1C2=C(N=C(N1)C1=NC=CN=C1)SC(=C2)C (4-chloro-2-(pyrazin-2-yl)-6-methyl-thieno-[2,3-d]-pyrimidine). As a reaction SMILES: [C:1]([C:3]1[CH:8]=[N:7][CH:6]=[CH:5][N:4]=1)#[N:2].[NH2:9][C:10]1[S:11][C:12]([CH3:20])=[CH:13][C:14]=1[C:15](OCC)=O.O=P(Cl)(Cl)[Cl:23]>>[Cl:23][C:15]1[C:14]2[CH:13]=[C:12]([CH3:20])[S:11][C:10]=2[N:9]=[C:1]([C:3]2[CH:8]=[N:7][CH:6]=[CH:5][N:4]=2)[N:2]=1. Reported procedure: With the procedure of Example 477, the reaction of 2-cyanopyrazine and 2-amino-5-methyl-3-ethoxycarbonyl-thiophene, and the subsequent reaction with POCl3 yields 4-chloro-2-(pyrazin-2-yl)-6-methyl-thieno-[2,3-d]-pyrimidine